describe an organic reaction: reactants, conditions, products, and yield From a dataset of the Open Reaction Database (ORD), a public repository of structured organic reaction records. Yields the product C=CCCCCCCCCCCCCCCCCCCCC (docos-1-ene). The reactants are S(=O)(=O)=O (sulphur trioxide), alpha-olefins, C1CCC(CCCCCCCCCCCCCCCCCC)OS1(=O)=O (delta-docosane sultone), sultones. RXN SMILES: S(=O)(=O)=O.[CH2:5]1S(=O)(=O)O[CH:8]([CH2:9][CH2:10][CH2:11][CH2:12][CH2:13][CH2:14][CH2:15][CH2:16][CH2:17][CH2:18][CH2:19][CH2:20][CH2:21][CH2:22][CH2:23][CH2:24][CH2:25][CH3:26])[CH2:7][CH2:6]1>>[CH2:5]=[CH:6][CH2:7][CH2:8][CH2:9][CH2:10][CH2:11][CH2:12][CH2:13][CH2:14][CH2:15][CH2:16][CH2:17][CH2:18][CH2:19][CH2:20][CH2:21][CH2:22][CH2:23][CH2:24][CH2:25][CH3:26]. Procedure details: The sultones were the pure compounds derived by sulphur trioxide reaction with straight chain alpha-olefins, except that the delta-docosane sultone was a mixture mostly in the delta form and obtained by the sulphonation of docos-1-ene dissolved in light petroleum (b.p. 60°-80°) with sulphur trioxide vapour and nitrogen at 50° using a 20% molar excess sulphur trioxide for 1 hour and allowing the reaction mixture to age for 4 hours at 60° in order to allow isomerisation to delta-sultone, followed ... Reactants: BrC=1C(=C(N(C1Br)CC1=CC=CC=C1)C(=O)OCC)O (ethyl 4,5-dibromo-3-hydroxy-1-(phenylmethyl)-1H-pyrrole-2-carboxylate), CC(C)([O-])C.[K+] (potassium tert-butoxide), BrC(C)C (2-bromopropane). The product is BrC=1C(=C(N(C1Br)CC1=CC=CC=C1)C(=O)OCC)OC(C)C (Ethyl 4,5-dibromo-3-(1-methylethoxy)-1-(phenylmethyl)-1H-pyrrole-2-carboxylate). The yield is 84.2%. Reaction SMILES: [Br:1][C:2]1[C:3]([OH:20])=[C:4]([C:15]([O:17][CH2:18][CH3:19])=[O:16])[N:5]([CH2:8][C:9]2[CH:14]=[CH:13][CH:12]=[CH:11][CH:10]=2)[C:6]=1[Br:7].[CH3:21][C:22](C)([O-])[CH3:23].[K+].BrC(C)C>>[Br:1][C:2]1[C:3]([O:20][CH:22]([CH3:23])[CH3:21])=[C:4]([C:15]([O:17][CH2:18][CH3:19])=[O:16])[N:5]([CH2:8][C:9]2[CH:14]=[CH:13][CH:12]=[CH:11][CH:10]=2)[C:6]=1[Br:7] |f:1.2|. Procedure: Prepared using the method described in Example 107 from ethyl 4,5-dibromo-3-hydroxy-1-(phenylmethyl)-1H-pyrrole-2-carboxylate (3.2 g, 0.008 moles), potassium tert-butoxide (1.0 g, 0.009 moles) and 2-bromopropane (2.0 g, 0.016 moles). The product crystallized upon aqueous workup and was filtered off, rinsed with water and dried to afford the pure product (3.0 g); mp 46°-48° C. Reactants: CC1=[N+](C=C(C=C1)OC1=CC=CC=C1)[O-] (2-methyl-5-phenoxy-pyridine 1-oxide), C(C)(=O)OC(C)=O (acetic anhydride). Product: O(C1=CC=CC=C1)C=1C=CC(=NC1)COC(C)=O (acetic acid 5-phenoxy-pyridin-2-ylmethyl ester). RXN SMILES: [CH3:1][C:2]1[CH:7]=[CH:6][C:5]([O:8][C:9]2[CH:14]=[CH:13][CH:12]=[CH:11][CH:10]=2)=[CH:4][N+:3]=1[O-].[C:16]([O:19]C(=O)C)(=[O:18])[CH3:17]>>[O:8]([C:5]1[CH:6]=[CH:7][C:2]([CH2:1][O:19][C:16](=[O:18])[CH3:17])=[N:3][CH:4]=1)[C:9]1[CH:14]=[CH:13][CH:12]=[CH:11][CH:10]=1. Procedure: A mixture of 2-methyl-5-phenoxy-pyridine (3.6 g, 19 mmol) described in Manufacturing Example 121-1-1, 3-chloroperoxybenzoic acid (5.6 g, 33 mmol), and methylene chloride (80 mL) was stirred at room temperature for 45 minutes. Aqueous sodium sulfite was added to the reaction solution, and the organic layer was separated and was washed with 5 N aqueous sodium hydroxide (7 mL). The organic layer was dried over anhydrous magnesium sulfate, and then the solvent was evaporated under a reduced pressure... The reactants are O (water), COCC(COC)OS(=O)(=O)C (methanesulfonic acid 2-methoxy-1-methoxymethyl-ethyl ester), C1(=CC=CC=C1)O (phenol), C([O-])([O-])=O.[K+].[K+] (potassium carbonate). Run in CN(C=O)C (N,N-dimethylformamide). Run at temperature 90 celsius. Product: COCC(OC1=CC=CC=C1)COC ((2-Methoxy-1-methoxymethyl-ethoxy)-benzene). RXN SMILES: [CH3:1][O:2][CH2:3][CH:4]([O:8]S(C)(=O)=O)[CH2:5][O:6][CH3:7].[C:13]1(O)[CH:18]=[CH:17][CH:16]=[CH:15][CH:14]=1.C(=O)([O-])[O-].[K+].[K+].O>CN(C)C=O>[CH3:1][O:2][CH2:3][CH:4]([CH2:5][O:6][CH3:7])[O:8][C:13]1[CH:18]=[CH:17][CH:16]=[CH:15][CH:14]=1 |f:2.3.4|. Reported procedure: A stirred mixture of 2.0 g of methanesulfonic acid 2-methoxy-1-methoxymethyl-ethyl ester, 1.4 g of phenol and 2,8 g of powdered potassium carbonate in 50 mL of dry N,N-dimethylformamide was heated at 90° C. for 24 hours. After cooling, water was added at room temperature and the mixture extracted with diethyl ether. The combined ether extracts were washed with aqueous sodium hydroxide (2 N) and water, dried (sodium sulfate) and concentrated. The crude product (1.0 g) was used in the next step wi... Reactants: CCO, CSC(=N)N[N+](=O)[O-], Cc1cc(CSCCN)oc1CN(C)C. The product is Cc1cc(CSCCNC(=N)N[N+](=O)[O-])oc1CN(C)C. RXN SMILES: [CH3:24][CH2:25][OH:26].[N+:16](=[O:17])([O-:18])[NH:19][C:20]([S:21][CH3:22])=[NH:23].[NH2:1][CH2:2][CH2:3][S:4][CH2:5][c:6]1[cH:7][c:8]([CH3:15])[c:9]([CH2:11][N:12]([CH3:13])[CH3:14])[o:10]1>>[NH:1]([CH2:2][CH2:3][S:4][CH2:5][c:6]1[cH:7][c:8]([CH3:15])[c:9]([CH2:11][N:12]([CH3:13])[CH3:14])[o:10]1)[C:20]([NH:19][N+:16](=[O:17])[O-:18])=[NH:23]. The reactants are F[B-](F)(F)F, COC(=O)C(=Cc1ccc[nH+]c1)NC(C)=O, CO, F[B-](F)(F)F, [H+], [H][H], O. Yields the product F[B-](F)(F)F, COC(=O)C(Cc1ccc[nH+]c1)NC(C)=O. Reaction SMILES: [B-:1]([F:2])([F:3])([F:4])[F:5].[C:6]([CH3:7])(=[O:8])[NH:9][C:10](=[CH:11][c:12]1[cH:13][nH+:14][cH:15][cH:16][cH:17]1)[C:18](=[O:19])[O:20][CH3:21].[CH3:31][OH:32].[F:23][B-:24]([F:25])([F:26])[F:27].[H+:22].[H:29][H:30].[O:28]>>[B-:1]([F:2])([F:3])([F:4])[F:5].[C:6]([CH3:7])(=[O:8])[NH:9][CH:10]([CH2:11][c:12]1[cH:13][nH+:14][cH:15][cH:16][cH:17]1)[C:18](=[O:19])[O:20][CH3:21]. Starting materials: CC1=NOC(=C1C1=CC(=C2C=3N([C@H](COC31)C3=NC=CC=C3)C(N2)=O)C=O)C ((4S)-7-(3,5-Dimethylisoxazol-4-yl)-2-oxo-4-pyridin-2-yl-1,2,4,5-tetrahydroimidazo[1,5,4-de][1,4]benzoxazine-9-carbaldehyde), CC(C)N (2-propanamine), C(#N)[BH3-].[Na+] (sodium cyanoborohydride). Run in CO (methanol), CO (methanol). Run at temperature 60 celsius. Yields the product CC1=NOC(=C1C1=CC(=C2C=3N(C(COC31)C3=NC=CC=C3)C(N2)=O)CNC(C)C)C (7-(3,5-Dimethylisoxazol-4-yl)-9-[(isopropylamino)methyl]-4-pyridin-2-yl-4,5-dihydroimidazo[1,5,4-de][1,4]benzoxazin-2(1H)-one). As a reaction SMILES: [CH3:1][C:2]1[C:6]([C:7]2[C:16]3[O:15][CH2:14][C@H:13]([C:17]4[CH:22]=[CH:21][CH:20]=[CH:19][N:18]=4)[N:12]4[C:23](=[O:25])[NH:24][C:10]([C:11]=34)=[C:9]([CH:26]=O)[CH:8]=2)=[C:5]([CH3:28])[O:4][N:3]=1.[CH3:29][CH:30]([NH2:32])[CH3:31].C([BH3-])#N.[Na+]>CO>[CH3:1][C:2]1[C:6]([C:7]2[C:16]3[O:15][CH2:14][CH:13]([C:17]4[CH:22]=[CH:21][CH:20]=[CH:19][N:18]=4)[N:12]4[C:23](=[O:25])[NH:24][C:10]([C:11]=34)=[C:9]([CH2:26][NH:32][CH:30]([CH3:31])[CH3:29])[CH:8]=2)=[C:5]([CH3:28])[O:4][N:3]=1 |f:2.3|. Procedure: 7-(3,5-Dimethylisoxazol-4-yl)-2-oxo-4-pyridin-2-yl-1,2,4,5-tetrahydroimidazo[1,5,4-de][1,4]benzoxazine-9-carbaldehyde (15 mg, 0.04 mmol) from Example 137, Step 3 was stirred in methanol (1.0 mL) with 2-propanamine (10 μL, 0.12 mmol), followed by addition of sodium cyanoborohydride (7.5 mg, 0.12 mmol). The mixture was heated at 60° C. overnight, then diluted with methanol. Purification by preparative LCMS (pH 10) afforded the title compound. LCMS calc. for C23H26N5O3 (M+H)+: m/z=420.2. found: 420... Starting materials: C(#N)C1=CC2=C(C=NN2)C=C1 (6-cyano-1H-benzopyrazole), [OH-].[Na+] (sodium hydroxide), ClCCCBr (3-chlorobromopropane). Reagents/catalysts: [Br-].C(CCC)[N+](CCCC)(CCCC)CCCC (tetrabutyl ammonium bromide). Run in ClCCl (dichloromethane), ClCCl (dichloromethane). Conditions: temperature 60 celsius. Product: C(#N)C1=CC2=C(C=NN2CCCCl)C=C1 (6-cyano-1-(3-chloropropyl)-1H-benzopyrazole). Isolated yield 63.3%. As a reaction SMILES: [C:1]([C:3]1[CH:11]=[CH:10][C:6]2[CH:7]=[N:8][NH:9][C:5]=2[CH:4]=1)#[N:2].[OH-].[Na+].[Cl:14][CH2:15][CH2:16][CH2:17]Br>[Br-].C([N+](CCCC)(CCCC)CCCC)CCC.ClCCl>[C:1]([C:3]1[CH:11]=[CH:10][C:6]2[CH:7]=[N:8][N:9]([CH2:17][CH2:16][CH2:15][Cl:14])[C:5]=2[CH:4]=1)#[N:2] |f:1.2,4.5|. Reported procedure: 6-cyano-1H-benzopyrazole (14.3 g, 0.10 mol) was dissolved into 200 ml of 20% wt. sodium hydroxide, 3-chlorobromopropane (31.2 g, 0.20 mol) and tetrabutyl ammonium bromide (1.0 g) were added, and mixed for 5 min. The mixture was heated to 60° C., stirred to react for 2 hours. Then the reaction solution was cooled down to ambient temperature, 100 ml of dichloromethane was added for extraction and liquid separation. To the aqueous phase, 100 of dichloromethane was added for extraction. Organic phas... The reactants are Clc1cccc(C(Br)CBr)c1, [I-], I, [K+], O. Product: OC(CBr)c1cccc(Cl)c1. As a reaction SMILES: [Cl:1][c:2]1[cH:3][c:4]([CH:8]([CH2:9][Br:10])[Br:11])[cH:5][cH:6][cH:7]1.[I-:13].[I:14].[K+:12].[OH2:15]>>[Cl:1][c:2]1[cH:3][c:4]([CH:8]([CH2:9][Br:10])[OH:15])[cH:5][cH:6][cH:7]1.